This data is from the Open Reaction Database (ORD), a public repository of structured organic reaction records. The task is: describe an organic reaction: reactants, conditions, products, and yield Starting materials: Cl.BrC=1N=C(N(C1C)CC)CCl (4-bromo-2-chloromethyl-1-ethyl-5-methyl-1H-imidazole hydrochloride), C(=O)([O-])[O-].[K+].[K+] (K2CO3), FC1=NC(=CC=C1)C=1NC=CN1 (2-fluoro-6-(1H-imidazol-2-yl)-pyridine), O (water). Run in CN(C)C=O (DMF). Conditions: time 24 hour. The product is BrC=1N=C(N(C1C)CC)CN1C(=NC=C1)C1=NC(=CC=C1)F (2-[1-(4-Bromo-1-ethyl-5-methyl-1 H-imidazol-2-ylmethyl)-1H-imidazol-2-yl]-6-fluoro-pyridine). Reaction SMILES: Cl.[Br:2][C:3]1[N:4]=[C:5]([CH2:11]Cl)[N:6]([CH2:9][CH3:10])[C:7]=1[CH3:8].C([O-])([O-])=O.[K+].[K+].[F:19][C:20]1[CH:25]=[CH:24][CH:23]=[C:22]([C:26]2[NH:27][CH:28]=[CH:29][N:30]=2)[N:21]=1.O>CN(C=O)C>[Br:2][C:3]1[N:4]=[C:5]([CH2:11][N:30]2[CH:29]=[CH:28][N:27]=[C:26]2[C:22]2[CH:23]=[CH:24][CH:25]=[C:20]([F:19])[N:21]=2)[N:6]([CH2:9][CH3:10])[C:7]=1[CH3:8] |f:0.1,2.3.4|. Procedure: To a solution of 77 mg (0.27 mmol) of 4-bromo-2-chloromethyl-1-ethyl-5-methyl-1H-imidazole hydrochloride in 1.5 ml of DMF is added 224 mg (1.62 mmol) of K2CO3 and 45 mg (0.27 mmol) of 2-fluoro-6-(1H-imidazol-2-yl)-pyridine. The mixture is stirred at room temperature for 24 hours. 5 ml water is added and the mixture was extracted with EtOAc (3×15 ml). The combined extracts are washed with 15 ml brine, dried (Na2SO4), filtered and evaporated in vacuo. The residue is purified by preparative TLC, de... The reactants are C(CCC)S(=O)(=O)NC1CC2=CC=C(C=C2C1)C=1CCC(NN1)=O (2-n-butylsulfonylamino-5-[4,5-dihydropyridazin-3(2H)-on-6-yl]indane), [OH-].[Na+] (sodium hydroxide), [N+](=O)([O-])C=1C=C(C=CC1)S(=O)(=O)[O-].[Na+] (sodium 3-nitrobenzenesulfonate), Cl (hydrochloric acid). Solvent: O (water). The product is C(CCC)S(=O)(=O)NC1CC2=CC=C(C=C2C1)C=1C=CC(NN1)=O (2-n-butylsulfonylamino-5-[pyridazin-3(2H)-on-6-yl]-indane). Yield: 66.5%. As a reaction SMILES: [CH2:1]([S:5]([NH:8][CH:9]1[CH2:17][C:16]2[C:11](=[CH:12][CH:13]=[C:14]([C:18]3[CH2:19][CH2:20][C:21](=[O:24])[NH:22][N:23]=3)[CH:15]=2)[CH2:10]1)(=[O:7])=[O:6])[CH2:2][CH2:3][CH3:4].[OH-].[Na+].[N+](C1C=C(S([O-])(=O)=O)C=CC=1)([O-])=O.[Na+].Cl>O>[CH2:1]([S:5]([NH:8][CH:9]1[CH2:17][C:16]2[C:11](=[CH:12][CH:13]=[C:14]([C:18]3[CH:19]=[CH:20][C:21](=[O:24])[NH:22][N:23]=3)[CH:15]=2)[CH2:10]1)(=[O:6])=[O:7])[CH2:2][CH2:3][CH3:4] |f:1.2,3.4|. Procedure: In 55 ml of water were dissolved 2.45 g of 2-n-butylsulfonylamino-5-[4,5-dihydropyridazin-3(2H)-on-6-yl]indane and 1.40 g of sodium hydroxide, and 2.66 g of sodium 3-nitrobenzenesulfonate was added thereto. The mixture was refluxed under heating for 5 hours. After cooling, the reaction mixture was made acidic with 10% hydrochloric acid and extracted with ethyl acetate, the extract was dried, and then the solvent was removed. The resulting crystals were recrystallized from methanol to obtain 1.62... Reactants: BrC=1SC(=CN1)C(=O)C1=CNC2=NC=CC=C21 ((2-Bromo-thiazol-5-yl)-(1H-pyrrolo[2,3-b]pyridin-3-yl)-methanone), ClC1=CC=C(CN)C=C1 (p-chlorobenzylamine), C(C)(C)N(C(C)C)CC (N,N-Diisopropylethylamine). Solvent: O (water). Conditions: time 8 hour. The product is ClC1=CC=C(CNC=2SC(=CN2)C(=O)C2=CNC3=NC=CC=C32)C=C1 ([2-(4-Chloro-benzylamino)-thiazol-5-yl]-(1H-pyrrolo[2,3-b]pyridin-3-yl)-methanone). The yield is 27.1%. RXN SMILES: Br[C:2]1[S:3][C:4]([C:7]([C:9]2[C:17]3[C:12](=[N:13][CH:14]=[CH:15][CH:16]=3)[NH:11][CH:10]=2)=[O:8])=[CH:5][N:6]=1.[Cl:18][C:19]1[CH:26]=[CH:25][C:22]([CH2:23][NH2:24])=[CH:21][CH:20]=1.C(N(CC)C(C)C)(C)C>O>[Cl:18][C:19]1[CH:26]=[CH:25][C:22]([CH2:23][NH:24][C:2]2[S:3][C:4]([C:7]([C:9]3[C:17]4[C:12](=[N:13][CH:14]=[CH:15][CH:16]=4)[NH:11][CH:10]=3)=[O:8])=[CH:5][N:6]=2)=[CH:21][CH:20]=1. Procedure: A mixture of (2-Bromo-thiazol-5-yl)-(1H-pyrrolo[2,3-b]pyridin-3-yl)-methanone (99, 5 mg, 0.02 mmol), p-chlorobenzylamine (61, 10 mg, 0.08 mmol), and N,N-Diisopropylethylamine (10 μL, 0.08 mmol) in tetrahydrfuran (10 mL), in a sealed reaction vessel, was stirred room temperature overnight. The reaction mixture was poured into iced water, extracted with ethyl acetate, washed with brine, and dried over magnesium sulfate. After removal of solvent, the residue was purified by silica gel column chroma...